From a dataset of the Open Reaction Database (ORD), a public repository of structured organic reaction records. describe an organic reaction: reactants, conditions, products, and yield Reactants: C([O-])(O)=O.[Na+] (sodium bicarbonate), O=C1C2(CCCN2)CCN1[C@H](C(=O)O)C ((S)-2-(6-oxo-1,7-diazaspiro[4.4]non-7-yl)propionic acid), C(ON1C(C(CC1=O)CC1C2=CC=CC=C2C=2C=CC=CC12)=O)([O-])=O (9-fluorenylmethylsuccinimidyl carbonate). Solvent: O (water), CC(=O)C (acetone), O (water). Reaction conditions: time 18 hour. The product is C1=CC=CC=2C3=CC=CC=C3C(C12)COC(=O)N1CCCC12C(N(CC2)[C@H](C(=O)O)C)=O ((S)-2-[1-(9-fluorenylmethyloxycarbonyl)-6-oxo-1,7-diazaspiro[4.4]non-7-yl]propionic acid). As a reaction SMILES: [C:1](=[O:4])([OH:3])[O-].[Na+].[O:6]=[C:7]1[N:15]([C@@H:16]([CH3:20])[C:17]([OH:19])=[O:18])[CH2:14][CH2:13][C:8]21[NH:12][CH2:11][CH2:10][CH2:9]2.C(=O)([O-])ON1C(=O)CC([CH2:29][CH:30]2[C:42]3[CH:41]=[CH:40][CH:39]=[CH:38][C:37]=3[C:36]3[C:31]2=[CH:32][CH:33]=[CH:34][CH:35]=3)C1=O>O.CC(C)=O>[CH:32]1[C:31]2[CH:30]([CH2:29][O:3][C:1]([N:12]3[C:8]4([CH2:13][CH2:14][N:15]([C@@H:16]([CH3:20])[C:17]([OH:19])=[O:18])[C:7]4=[O:6])[CH2:9][CH2:10][CH2:11]3)=[O:4])[C:42]3[C:37](=[CH:38][CH:39]=[CH:40][CH:41]=3)[C:36]=2[CH:35]=[CH:34][CH:33]=1 |f:0.1|. Procedure: Excess solid sodium bicarbonate was added to (S)-2-(6-oxo-1,7-diazaspiro[4.4]non-7-yl)propionic acid (0.42 g) in water (2 ml) and then 9-fluorenylmethylsuccinimidyl carbonate (0.7 g) in acetone (3 ml) was added. The mixture was stirred for 18 hours. The mixture was then addled to water (10 ml), extracted with ether (10 ml) and the aqueous layer separated. (The ether extracts were discarded). The pH of the aqueous layer was adjusted to 3 with concentrated hydrochloric acid and then it was extract... Starting materials: N1CCCCC1 (piperidine), C(C=1C(O)=CC=CC1)=O (salicylaldehyde), C1(=C(C=CC=C1)N)N (o-phenylenediamine). The solvent is CO (methanol). Reaction conditions: time 1 hour. Product: OC1=C(C=NC2=C(C=CC=C2)N)C=CC=C1 (N-(2-hydroxybenzal)-o-phenylenediamine), crude product. As a reaction SMILES: [CH:1](=O)[C:2]1[C:3](=[CH:5][CH:6]=[CH:7][CH:8]=1)[OH:4].[C:10]1([NH2:17])[CH:15]=[CH:14][CH:13]=[CH:12][C:11]=1[NH2:16].N1CCCCC1>CO>[OH:4][C:3]1[CH:5]=[CH:6][CH:7]=[CH:8][C:2]=1[CH:1]=[N:16][C:11]1[CH:12]=[CH:13][CH:14]=[CH:15][C:10]=1[NH2:17]. Procedure details: Under agitation, 73.3 g. of salicylaldehyde is added dropwise under ice cooling gradually to a solution of 6.4 g. of o-phenylenediamine in 225 ml. of methanol and 0.6 ml. of piperidine. The mixture is allowed to stand for one hour; the thus-separated precipitate is vacuum-filtered, washed twice with ice-cold methanol, and 112 g. of N-(2-hydroxybenzal)-o-phenylenediamine is obtained as a crude product.